This data is from the Open Reaction Database (ORD), a public repository of structured organic reaction records. The task is: describe an organic reaction: reactants, conditions, products, and yield Reactants: N1CC(CCC1)CNC(=O)C1=CNC2=C1N=CN=C2C2=C(C=CC=1OCOC12)OCC1CC1 (4-(5-cyclopropylmethoxy-benzo[1,3]dioxol-4-yl)-5H-pyrrolo[3,2-d]pyrimidine-7-carboxylic acid (piperidin-3-ylmethyl)-amide), ClC(=O)[C@H](C)OC(C)=O (acetic acid (S)-1-chlorocarbonyl-ethyl ester). The product is O[C@H](C(=O)N1CC(CCC1)CNC(=O)C1=CNC2=C1N=CN=C2C2=C(C=CC=1OCOC12)OCC1CC1)C (4-(5-Cyclopropylmethoxy-benzo[1,3]dioxol-4-yl)-5H-pyrrolo[3,2-d]pyrimidine-7-carboxylic acid [1-((S)-2-hydroxy-propionyl)piperidin-3-ylmethyl]-amide). RXN SMILES: [NH:1]1[CH2:6][CH2:5][CH2:4][CH:3]([CH2:7][NH:8][C:9]([C:11]2[C:15]3[N:16]=[CH:17][N:18]=[C:19]([C:20]4[C:28]5[O:27][CH2:26][O:25][C:24]=5[CH:23]=[CH:22][C:21]=4[O:29][CH2:30][CH:31]4[CH2:33][CH2:32]4)[C:14]=3[NH:13][CH:12]=2)=[O:10])[CH2:2]1.Cl[C:35]([C@@H:37]([O:39]C(=O)C)[CH3:38])=[O:36]>>[OH:39][C@@H:37]([CH3:38])[C:35]([N:1]1[CH2:6][CH2:5][CH2:4][CH:3]([CH2:7][NH:8][C:9]([C:11]2[C:15]3[N:16]=[CH:17][N:18]=[C:19]([C:20]4[C:28]5[O:27][CH2:26][O:25][C:24]=5[CH:23]=[CH:22][C:21]=4[O:29][CH2:30][CH:31]4[CH2:33][CH2:32]4)[C:14]=3[NH:13][CH:12]=2)=[O:10])[CH2:2]1)=[O:36]. Reported procedure: Starting from 4-(5-cyclopropylmethoxy-benzo[1,3]dioxol-4-yl)-5H-pyrrolo[3,2-d]pyrimidine-7-carboxylic acid (piperidin-3-ylmethyl)-amide (example A145) and acetic acid (S)-1-chlorocarbonyl-ethyl ester the title compound is obtained as colorless solid. The reactants are C([O-])([O-])=O.[Na+].[Na+] (sodium carbonate), NC=1C2=C(SC1C(=O)OC)C=CC=C2Cl (methyl 3-amino-4-chlorobenzo[b]thiophene-2-carboxylate), C=O (paraformaldehyde), C(#N)[BH3-].[Na+] (sodium cyanoborohydride). The solvent is ice, O (water), C(C)(=O)O (acetic acid). Reaction conditions: time 24 hour. Yields the product ClC1=CC=CC=2SC(=C(C21)N(C)C)C(=O)OC (methyl 4-chloro-3-(dimethylamino)benzo[b]thiophene-2-carboxylate). As a reaction SMILES: N[C:2]1[C:3]2[C:14]([Cl:15])=[CH:13][CH:12]=[CH:11][C:4]=2[S:5][C:6]=1[C:7]([O:9][CH3:10])=[O:8].C=O.[C:18]([BH3-])#[N:19].[Na+].[C:22](=O)([O-])[O-].[Na+].[Na+]>C(O)(=O)C.O>[Cl:15][C:14]1[C:3]2[C:2]([N:19]([CH3:18])[CH3:22])=[C:6]([C:7]([O:9][CH3:10])=[O:8])[S:5][C:4]=2[CH:11]=[CH:12][CH:13]=1 |f:2.3,4.5.6|. Procedure details: A mixture of methyl 3-amino-4-chlorobenzo[b]thiophene-2-carboxylate (1.7 g, 7.0 mmol) [Beck J. R., supra] and paraformaldehyde (2.0 g, 67 mmol) in 45 mL of acetic acid is treated in portions with sodium cyanoborohydride (2.0 g, 32 mmol). The mixture is stirred at room temperature for 24 hours, then diluted cautiously with 250 g of ice and water. Solid sodium carbonate is added until the mixture is slightly basic. After extraction with ethyl acetate, the combined organic layers are washed with br... Starting materials: BrC=C(C)C1=CC=C(C=C1)OC (1-(1-Bromoprop-1-en-2-yl)-4-methoxybenzene), ClC1=CC=2C3=C(NC2C=C1)CCN(CC3)C (9-Chloro-3-methyl-1,2,3,4,5,6-hexahydroazepino[4,5-b]indole), CN(C)C=O (DMF), [O-]P(=O)([O-])[O-].[K+].[K+].[K+] (K3PO4). Conditions: time 10 minute. Yields the product ClC1=CC=2C3=C(N(C2C=C1)\C=C(/C)\C1=CC=C(C=C1)OC)CCN(CC3)C ((E)-9-chloro-1,2,3,4,5,6-hexahydro-6-(2-(4-methoxyphenyl)prop-1-enyl)-3-methylazepino[4,5-b]indole). As a reaction SMILES: [Cl:1][C:2]1[CH:10]=[CH:9][C:8]2[NH:7][C:6]3[CH2:11][CH2:12][N:13]([CH3:16])[CH2:14][CH2:15][C:5]=3[C:4]=2[CH:3]=1.CN(C=O)C.[O-]P([O-])([O-])=O.[K+].[K+].[K+].Br[CH:31]=[C:32]([C:34]1[CH:39]=[CH:38][C:37]([O:40][CH3:41])=[CH:36][CH:35]=1)[CH3:33]>>[Cl:1][C:2]1[CH:10]=[CH:9][C:8]2[N:7](/[CH:31]=[C:32](/[C:34]3[CH:35]=[CH:36][C:37]([O:40][CH3:41])=[CH:38][CH:39]=3)\[CH3:33])[C:6]3[CH2:11][CH2:12][N:13]([CH3:16])[CH2:14][CH2:15][C:5]=3[C:4]=2[CH:3]=1 |f:2.3.4.5|. Reported procedure: 9-Chloro-3-methyl-1,2,3,4,5,6-hexahydroazepino[4,5-b]indole (43 mg, 0.184 mmol) was dissolved in DMF (4 mL) Copper (I) iodide (4 mg, 0.0184 mmol) L-proline (4.2 mg, 0.037 mmol) and K3PO4 (78 mg, 0.37 mmol) were added and the reaction mixture was stirred for 10 min. at RT. 1-(1-Bromoprop-1-en-2-yl)-4-methoxybenzene (50 mg, 0.22 mmol) was added dropwise and the reaction mixture was purged with nitrogen. The reaction mixture was heated at 80° C. for overnight (prolonged heating in some cases was re... The reactants are C1(C=2C(C(N1CCCCCCOC1=C(C(=O)NC3=CC=C(C(=O)N4CCCCC5=C4C=CC=C5)C=C3)C=CC=C1)=O)=CC=CC2)=O (1-{4-[2-[6-phthalimidohexyloxy)benzoylamino]benzoyl}-2,3,4,5-tetrahydro-1H-benzazepine), O.NN (hydrazine hydrate). The solvent is C(C)O (ethanol). Yields the product NCCCCCCOC1=C(C(=O)NC2=CC=C(C(=O)N3CCCCC4=C3C=CC=C4)C=C2)C=CC=C1 (1-{4-[2-(6-aminohexyloxy)benzoylamino]benzoyl}-2,3,4,5-tetrahydro-1H-benzazepine). Isolated yield 85.2%. As a reaction SMILES: C1(=O)[N:5]([CH2:6][CH2:7][CH2:8][CH2:9][CH2:10][CH2:11][O:12][C:13]2[CH:40]=[CH:39][CH:38]=[CH:37][C:14]=2[C:15]([NH:17][C:18]2[CH:36]=[CH:35][C:21]([C:22]([N:24]3[C:30]4[CH:31]=[CH:32][CH:33]=[CH:34][C:29]=4[CH2:28][CH2:27][CH2:26][CH2:25]3)=[O:23])=[CH:20][CH:19]=2)=[O:16])C(=O)C2=CC=CC=C12.O.NN>C(O)C>[NH2:5][CH2:6][CH2:7][CH2:8][CH2:9][CH2:10][CH2:11][O:12][C:13]1[CH:40]=[CH:39][CH:38]=[CH:37][C:14]=1[C:15]([NH:17][C:18]1[CH:36]=[CH:35][C:21]([C:22]([N:24]2[C:30]3[CH:31]=[CH:32][CH:33]=[CH:34][C:29]=3[CH2:28][CH2:27][CH2:26][CH2:25]2)=[O:23])=[CH:20][CH:19]=1)=[O:16] |f:1.2|. Procedure: A mixture of 1-{4-[2-[6-phthalimidohexyloxy)benzoylamino]benzoyl}-2,3,4,5-tetrahydro-1H-benzazepine (3.75 g), hydrazine hydrate (0.44 ml) and ethanol (30 ml) is refluxed for 3.5 hours. The precipitated crystal is collected by filtration, dried and purified by silica gel column chromatography (eluent; chloroform:methanol:aqueous ammonia=100:10:1), and recrystallized from methanol/diethyl ether to give 1-{4-[2-(6-aminohexyloxy)benzoylamino]benzoyl}-2,3,4,5-tetrahydro-1H-benzazepine (2.52 g) as whi... Reactants: FC1=CC=C2C(=NN(C2=C1)CC1=CC=C(C=C1)[N+](=O)[O-])CC(=O)OCC (Ethyl 2-[6-fluoro-1-(4-nitrobenzyl)-1H-indazol-3-yl]acetate), C(C)(=O)OCC (ethyl acetate). Reagents/catalysts: [Pd] (Pd/C). Run in CO (methanol), petroleum ether. The product is NC1=CC=C(CN2N=C(C3=CC=C(C=C23)F)CC(=O)OCC)C=C1 (ethyl 2-[1-(4-aminobenzyl)-6-fluoro-1H-indazol-3-yl]acetate). Reaction SMILES: [F:1][C:2]1[CH:10]=[C:9]2[C:5]([C:6]([CH2:21][C:22]([O:24][CH2:25][CH3:26])=[O:23])=[N:7][N:8]2[CH2:11][C:12]2[CH:17]=[CH:16][C:15]([N+:18]([O-])=O)=[CH:14][CH:13]=2)=[CH:4][CH:3]=1.C(OCC)(=O)C>CO.[Pd]>[NH2:18][C:15]1[CH:14]=[CH:13][C:12]([CH2:11][N:8]2[C:9]3[C:5](=[CH:4][CH:3]=[C:2]([F:1])[CH:10]=3)[C:6]([CH2:21][C:22]([O:24][CH2:25][CH3:26])=[O:23])=[N:7]2)=[CH:17][CH:16]=1. Procedure details: Ethyl 2-[6-fluoro-1-(4-nitrobenzyl)-1H-indazol-3-yl]acetate (357 mg, 1.0 mmol) was dissolved in methanol (20 mL). 10% Pd/C(15 mg) was added, and reacted under hydrogen atmosphere for half an hour. TLC (petroleum ether:ethyl acetate=2:1) indicated that starting material disappeared. It was filtered to remove solid, rotate evaporated to dryness to remove the solvent, and the resulting solid was used for the next step directly.